This data is from the Open Reaction Database (ORD), a public repository of structured organic reaction records. The task is: describe an organic reaction: reactants, conditions, products, and yield Reactants: ClCCl, Cc1cc(F)ccc1-c1c(N(C)C(=O)C(C)(C)c2cc(C(F)(F)F)cc(C(F)(F)F)c2)cnc(N2CCC(S(C)=O)CC2)c1C, [Na+], O=C(OO)c1cccc(Cl)c1, O=S([O-])O. Product: Cc1cc(F)ccc1-c1c(N(C)C(=O)C(C)(C)c2cc(C(F)(F)F)cc(C(F)(F)F)c2)cnc(N2CCC(S(C)(=O)=O)CC2)c1C. RXN SMILES: [Cl:62][CH2:63][Cl:64].[F:1][C:2]([c:3]1[cH:4][c:5]([C:13]([C:14](=[O:15])[N:16]([CH3:17])[c:18]2[c:19](-[c:34]3[c:35]([CH3:41])[cH:36][c:37]([F:40])[cH:38][cH:39]3)[c:20]([CH3:33])[c:21]([N:24]3[CH2:25][CH2:26][CH:27]([S:30](=[O:31])[CH3:32])[CH2:28][CH2:29]3)[n:22][cH:23]2)([CH3:42])[CH3:43])[cH:6][c:7]([C:9]([F:10])([F:11])[F:12])[cH:8]1)([F:44])[F:45].[Na+:57].[OH:46][O:47][C:48]([c:49]1[cH:50][c:51]([Cl:52])[cH:53][cH:54][cH:55]1)=[O:56].[OH:58][S:59](=[O:60])[O-:61]>>[F:1][C:2]([c:3]1[cH:4][c:5]([C:13]([C:14](=[O:15])[N:16]([CH3:17])[c:18]2[c:19](-[c:34]3[c:35]([CH3:41])[cH:36][c:37]([F:40])[cH:38][cH:39]3)[c:20]([CH3:33])[c:21]([N:24]3[CH2:25][CH2:26][CH:27]([S:30](=[O:31])([CH3:32])=[O:46])[CH2:28][CH2:29]3)[n:22][cH:23]2)([CH3:42])[CH3:43])[cH:6][c:7]([C:9]([F:10])([F:11])[F:12])[cH:8]1)([F:44])[F:45]. Starting materials: C(C)(C)(C)C=1N=C(SC1)C=1OC2=C(C1)C=C(C=C2)C(CN2C=C(C1=CC=CC=C21)C(=O)OCC2=CC=CC=C2)=O (benzyl 1-{2-[2-(4-tert-butylthiazol-2-yl)benzofuran-5-yl]-2-oxoethyl}indole-3-carboxylate). The reagents and catalysts are [OH-].[OH-].[Pd+2] (Pd(OH)2). The solvent is O1CCCC1 (tetrahydrofuran). Yields the product C(C)(C)(C)C=1N=C(SC1)C=1OC2=C(C1)C=C(C=C2)C(CN2C=C(C1=CC=CC=C21)C(=O)O)=O (1-{2-[2-(4-tert-butylthiazol-2-yl)benzofuran-5-yl]-2-oxoethyl}indole-3-carboxylic acid). Isolated yield 76.9%. As a reaction SMILES: [C:1]([C:5]1[N:6]=[C:7]([C:10]2[O:11][C:12]3[CH:18]=[CH:17][C:16]([C:19](=[O:40])[CH2:20][N:21]4[C:29]5[C:24](=[CH:25][CH:26]=[CH:27][CH:28]=5)[C:23]([C:30]([O:32]CC5C=CC=CC=5)=[O:31])=[CH:22]4)=[CH:15][C:13]=3[CH:14]=2)[S:8][CH:9]=1)([CH3:4])([CH3:3])[CH3:2]>O1CCCC1.[OH-].[OH-].[Pd+2]>[C:1]([C:5]1[N:6]=[C:7]([C:10]2[O:11][C:12]3[CH:18]=[CH:17][C:16]([C:19](=[O:40])[CH2:20][N:21]4[C:29]5[C:24](=[CH:25][CH:26]=[CH:27][CH:28]=5)[C:23]([C:30]([OH:32])=[O:31])=[CH:22]4)=[CH:15][C:13]=3[CH:14]=2)[S:8][CH:9]=1)([CH3:4])([CH3:2])[CH3:3] |f:2.3.4|. Procedure: A solution of benzyl 1-{2-[2-(4-tert-butylthiazol-2-yl)benzofuran-5-yl]-2-oxoethyl}indole-3-carboxylate (140 mg) in tetrahydrofuran (4 ml) was hydrogenated over 10% Pd(OH)2 (22 mg) at room temperature under atmospheric pressure. After removal of the catalyst by filtration the filtrate was concentrated under reduced pressure. The residue was subjected to column chromatography on silica gel and eluted with a mixture of dichloromethane and methanol. The fractions containing the objective compound w...